From a dataset of the Open Reaction Database (ORD), a public repository of structured organic reaction records. describe an organic reaction: reactants, conditions, products, and yield Starting materials: CI, CN(C)C=O, [H-], [Na+], O=C1c2ccccc2C(=O)N1CCc1c[nH]c2ccc(CNS(=O)(=O)C(F)(F)F)cc12. Product: CN(Cc1ccc2[nH]cc(CCN3C(=O)c4ccccc4C3=O)c2c1)S(=O)(=O)C(F)(F)F. RXN SMILES: [CH3:34][I:35].[CH3:36][N:37]([CH3:38])[CH:39]=[O:40].[H-:32].[Na+:33].[O:1]=[C:2]1[N:3]([CH2:12][CH2:13][c:14]2[cH:15][nH:16][c:17]3[cH:18][cH:19][c:20]([CH2:23][NH:24][S:25](=[O:26])(=[O:27])[C:28]([F:29])([F:30])[F:31])[cH:21][c:22]23)[C:4](=[O:11])[c:5]2[cH:6][cH:7][cH:8][cH:9][c:10]21>>[O:1]=[C:2]1[N:3]([CH2:12][CH2:13][c:14]2[cH:15][nH:16][c:17]3[cH:18][cH:19][c:20]([CH2:23][N:24]([S:25](=[O:26])(=[O:27])[C:28]([F:29])([F:30])[F:31])[CH3:34])[cH:21][c:22]23)[C:4](=[O:11])[c:5]2[cH:6][cH:7][cH:8][cH:9][c:10]21. Starting materials: C(C)(C)(C)OC(=O)NC(C(=O)O)C1=CC(=CC=C1)N (α-t-butoxycarbonylamino-m-aminophenylacetic acid), [O-]C#N.[K+] (potassium cyanate), OP(=O)(O)O (H3PO4). Run in O (water), C(C)(=O)O (acetic acid). Product: C(C)(C)(C)OC(=O)NC(C(=O)O)C1=CC(=CC=C1)NC(=O)N (α-t-Butoxycarbonylamino-m-ureidophenylacetic acid). As a reaction SMILES: [C:1]([O:5][C:6]([NH:8][CH:9]([C:13]1[CH:18]=[CH:17][CH:16]=[C:15]([NH2:19])[CH:14]=1)[C:10]([OH:12])=[O:11])=[O:7])([CH3:4])([CH3:3])[CH3:2].[O-:20][C:21]#[N:22].[K+].OP(O)(O)=O>O.C(O)(=O)C>[C:1]([O:5][C:6]([NH:8][CH:9]([C:13]1[CH:18]=[CH:17][CH:16]=[C:15]([NH:19][C:21]([NH2:22])=[O:20])[CH:14]=1)[C:10]([OH:12])=[O:11])=[O:7])([CH3:4])([CH3:2])[CH3:3] |f:1.2|. Procedure: A solution of α-t-butoxycarbonylamino-m-aminophenylacetic acid (2.66 g, 0.01 mol) and potassium cyanate (0.81 g, 0.01 mol) in a mixture of water (35 ml) and acetic acid (2.5 ml) was heated at 56° for 3 hours. The solution was cooled, acidified with 40% H3PO4, and extracted with ethyl acetate. The dried extracts were evaporated to give the title product: mp 93°-95° (dec). The reactants are CCOC(=O)CC(c1ccc(OC)nc1)N1CCN(CCCc2ccc3c(n2)NCCC3)C1=NC#N, C1CCOC1, Cl, [Li+], [OH-], O. Product: COc1ccc(C(CC(=O)O)N2CCN(CCCc3ccc4c(n3)NCCC4)C2=NC#N)cn1. As a reaction SMILES: [CH2:1]([CH3:2])[O:3][C:4]([CH2:5][CH:6]([N:7]1[C:8](=[N:25][C:26]#[N:27])[N:9]([CH2:12][CH2:13][CH2:14][c:15]2[n:16][c:17]3[c:22]([cH:23][cH:24]2)[CH2:21][CH2:20][CH2:19][NH:18]3)[CH2:10][CH2:11]1)[c:28]1[cH:29][n:30][c:31]([O:34][CH3:35])[cH:32][cH:33]1)=[O:36].[CH2:40]1[O:41][CH2:42][CH2:43][CH2:44]1.[ClH:39].[Li+:38].[OH-:37].[OH2:45]>>[O:3]=[C:4]([CH2:5][CH:6]([N:7]1[C:8](=[N:25][C:26]#[N:27])[N:9]([CH2:12][CH2:13][CH2:14][c:15]2[n:16][c:17]3[c:22]([cH:23][cH:24]2)[CH2:21][CH2:20][CH2:19][NH:18]3)[CH2:10][CH2:11]1)[c:28]1[cH:29][n:30][c:31]([O:34][CH3:35])[cH:32][cH:33]1)[OH:36]. Starting materials: FC=1C(=NC=CC1I)I (3-fluoro-2,4-diiodopyridine), C1(NCC2=CC=CC=C12)=O (isoindolin-1-one), C([O-])([O-])=O.[K+].[K+] (potassium carbonate), CNCCNC (N1,N2-dimethylethane-1,2-diamine). Reagents/catalysts: [Cu]I (copper (I) iodide). Solvent: O1CCOCC1 (1,4-dioxane). Reaction conditions: temperature 110 celsius. Yields the product FC=1C(=NC=CC1I)N1C(C2=CC=CC=C2C1)=O (2-(3-fluoro-4-iodopyridin-2-yl)isoindolin-1-one). Isolated yield 41.0%. Reaction SMILES: [F:1][C:2]1[C:3](I)=[N:4][CH:5]=[CH:6][C:7]=1[I:8].[C:10]1(=[O:19])[C:18]2[C:13](=[CH:14][CH:15]=[CH:16][CH:17]=2)[CH2:12][NH:11]1.C(=O)([O-])[O-].[K+].[K+].CNCCNC>O1CCOCC1.[Cu]I>[F:1][C:2]1[C:3]([N:11]2[CH2:12][C:13]3[C:18](=[CH:17][CH:16]=[CH:15][CH:14]=3)[C:10]2=[O:19])=[N:4][CH:5]=[CH:6][C:7]=1[I:8] |f:2.3.4|. Procedure details: A mixture of 3-fluoro-2,4-diiodopyridine (300 mg, 0.860 mmol), isoindolin-1-one (114 mg, 0.860 mmol), copper (I) iodide (8.19 mg, 0.043 mmol), potassium carbonate (238 mg, 1.720 mmol) and N1,N2-dimethylethane-1,2-diamine (7.58 mg, 0.086 mmol) in 1,4-dioxane (5 mL) was heated at 110° C. in a sealed tube for 15 h. The mixture was cooled to rt, filtered through Celite and washed with DCM. The filtrate was concentrated and the residue was purified by column chromatography (eluting with a gradient fr... Starting materials: C(CCC)N(CCCC)CCCC (tri-n-butylamine), BrCC1=CC=C(C=C1)CBr (α,α'-dibromo-p-xylene), C(CCC)[NH+](CCCC)CCCC (tri-n-butylammonium). The solvent is C1(=CC=CC=C1)C (toluene). Yields the product [Br-].BrCC1=CC=C(C[N+](CCCC)(CCCC)CCCC)C=C1 (4-(Bromomethyl)benzyltri-n-butylammonium bromide). Reaction SMILES: [Br:1][CH2:2][C:3]1[CH:8]=[CH:7][C:6]([CH2:9][Br:10])=[CH:5][CH:4]=1.[CH2:11]([N:15]([CH2:20][CH2:21][CH2:22][CH3:23])[CH2:16][CH2:17][CH2:18][CH3:19])[CH2:12][CH2:13][CH3:14].C([NH+](CCCC)CCCC)CCC>C1(C)C=CC=CC=1>[Br-:1].[Br:10][CH2:9][C:6]1[CH:7]=[CH:8][C:3]([CH2:2][N+:15]([CH2:16][CH2:17][CH2:18][CH3:19])([CH2:20][CH2:21][CH2:22][CH3:23])[CH2:11][CH2:12][CH2:13][CH3:14])=[CH:4][CH:5]=1 |f:4.5|. Procedure details: To a mixture of α,α'-dibromo-p-xylene (7.0 g, 26.5 mmol) in toluene (200 mL) was added tri-n-butylamine (3.43 g, 18.6 mmol) under argon gas. The reaction mixture was stirred for several days at room temperature under argon at which time the tri-n-butylammonium salt had crystallized out of solution. The crystals were filtered and washed with toluene (3×50 mL) and hexanes (3×50 mL) and dried: 1H NMR (CDCl3) δ 0.97 (t, 9H), 1.39 (m, 6H), 1.76 (m, 6H), 3.32 (m, 6H), 4.47 (s, 2H), 4.96 (s, 2H), 7.42-... Reactants: ClC=1C(=C(C(=O)C2=C(C(=CC=C2)F)F)C=CC1OC)O (3-chloro-2-hydroxy-4-methoxy-2',3'-difluorobenzophenone), Cl.NO (hydroxylamine HCl). Solvent: C(C)OC(C)=O (ethylacetate), N1=CC=CC=C1 (pyridine). The product is ClC=1C(=C(\C(\C2=C(C(=CC=C2)F)F)=N/O)C=CC1OC)O (E-3-chloro-2',3'-difluoro-2-hydroxy-4-methoxybenzophenone oxime). Reaction SMILES: [Cl:1][C:2]1[C:3]([OH:20])=[C:4]([CH:15]=[CH:16][C:17]=1[O:18][CH3:19])[C:5]([C:7]1[CH:12]=[CH:11][CH:10]=[C:9]([F:13])[C:8]=1[F:14])=O.Cl.[NH2:22][OH:23]>N1C=CC=CC=1.C(OC(=O)C)C>[Cl:1][C:2]1[C:3]([OH:20])=[C:4]([CH:15]=[CH:16][C:17]=1[O:18][CH3:19])/[C:5](=[N:22]\[OH:23])/[C:7]1[CH:12]=[CH:11][CH:10]=[C:9]([F:13])[C:8]=1[F:14] |f:1.2|. Procedure details: To a solution of 24 g of 3-chloro-2-hydroxy-4-methoxy-2',3'-difluorobenzophenone in 160 ml pyridine, 22 g of hydroxylamine HCl is added. The mixture is refluxed for 2 hours and the pyridine evaporated in vacuo. The residue is partitioned between ethyl acetate and 5% HCl. The ethyl acetate extract is washed with water, dried over Na2SO4 and evaporated to give a pale yellow solid which consists of two isomers. The solid is melted at 205° C. for approximately 13 minutes. The residue is dissolved in... Starting materials: NC1(CCCCC1)C(=O)OCC1=CC=CC=C1.C1(=CC=C(C=C1)S(=O)(=O)[O-])C (Benzyl 1-aminocyclohexanecarboxylate·p-toluene-sulfonate), C(C)(=O)SCC(C(=O)O)CC1=CC=CC=C1 (2-acetylthiomethyl-3-phenylpropionic acid). The product is C(C)(=O)SCC(C(=O)NC1(CCCCC1)C(=O)OCC1=CC=CC=C1)CC1=CC=CC=C1 (benzyl 1-[(2-acetylthiomethyl-3-phenylpropionyl)amino]cyclohexanecarboxylate). As a reaction SMILES: [NH2:1][C:2]1([C:8]([O:10][CH2:11][C:12]2[CH:17]=[CH:16][CH:15]=[CH:14][CH:13]=2)=[O:9])[CH2:7][CH2:6][CH2:5][CH2:4][CH2:3]1.C1(C)C=CC(S([O-])(=O)=O)=CC=1.[C:29]([S:32][CH2:33][CH:34]([CH2:38][C:39]1[CH:44]=[CH:43][CH:42]=[CH:41][CH:40]=1)[C:35](O)=[O:36])(=[O:31])[CH3:30]>>[C:29]([S:32][CH2:33][CH:34]([CH2:38][C:39]1[CH:40]=[CH:41][CH:42]=[CH:43][CH:44]=1)[C:35]([NH:1][C:2]1([C:8]([O:10][CH2:11][C:12]2[CH:13]=[CH:14][CH:15]=[CH:16][CH:17]=2)=[O:9])[CH2:7][CH2:6][CH2:5][CH2:4][CH2:3]1)=[O:36])(=[O:31])[CH3:30] |f:0.1|. Procedure details: Benzyl 1-aminocyclohexanecarboxylate·p-toluene-sulfonate and 2-acetylthiomethyl-3-phenylpropionic acid are reacted in the same manner as described in Example 68-(a)-[1] to give the title compound.